This data is from the Open Reaction Database (ORD), a public repository of structured organic reaction records. The task is: describe an organic reaction: reactants, conditions, products, and yield Starting materials: C(C)(C)(C)OC(=O)N1[C@@H](CC(C1)=NOC(C)(C)C)C(=O)O ((2S,4EZ)-1-(tert-butoxycarbonyl)-4-(tert-butoxyimino)-2-pyrrolidinecarboxylic acid), O(C1=CC=CC=C1)CC(=O)Cl (phenoxyacetyl chloride), C1(CC1)N (cyclopropylamine). Yields the product C(C)(C)(C)ON=C1C[C@H](N(C1)C(COC1=CC=CC=C1)=O)C(=O)NC1CC1 ((2S,4EZ)-4-(tert-butoxyimino)-N-cyclopropyl-1-(phenoxyacetyl)-2pyrrolidinecarboxamide). Reaction SMILES: C(O[C:6]([N:8]1[CH2:12][C:11](=[N:13][O:14][C:15]([CH3:18])([CH3:17])[CH3:16])[CH2:10][C@H:9]1[C:19]([OH:21])=O)=[O:7])(C)(C)C.[O:22]([CH2:29]C(Cl)=O)[C:23]1[CH:28]=[CH:27][CH:26]=[CH:25][CH:24]=1.[CH:33]1([NH2:36])[CH2:35][CH2:34]1>>[C:15]([O:14][N:13]=[C:11]1[CH2:12][N:8]([C:6](=[O:7])[CH2:29][O:22][C:23]2[CH:24]=[CH:25][CH:26]=[CH:27][CH:28]=2)[C@H:9]([C:19]([NH:36][CH:33]2[CH2:35][CH2:34]2)=[O:21])[CH2:10]1)([CH3:16])([CH3:17])[CH3:18]. Procedure details: Following the general method as outlined in Example 22, starting from (2S,4EZ)-1-(tert-butoxycarbonyl)-4-(tert-butoxyimino)-2-pyrrolidinecarboxylic acid, phenoxyacetyl chloride, and cyclopropylamine the title compound was obtained in 73% purity by LC/MS. MS(ESI+): m/z=374.2. Reactants: CCN=C=NCCCN(C)C.Cl (WSC•HCl), Cl (hydrochloric acid), COC1=C(C=CC=C1)CCC(=O)O (3-(2-Methoxyphenyl)propionic acid), ClC1=CC=C(OCCN)C=C1 (4-chlorophenoxyethylamine). The solvent is C(Cl)Cl (methylene chloride), O1CCCC1 (tetrahydrofuran). Conditions: time 8 hour. Product: ClC1=CC=C(OCCNC(CCC2=C(C=CC=C2)OC)=O)C=C1 (N-(4-Chlorophenoxyethyl)-3-(2-methoxyphenyl)propanamide). As a reaction SMILES: [CH3:1][O:2][C:3]1[CH:8]=[CH:7][CH:6]=[CH:5][C:4]=1[CH2:9][CH2:10][C:11]([OH:13])=O.[Cl:14][C:15]1[CH:24]=[CH:23][C:18]([O:19][CH2:20][CH2:21][NH2:22])=[CH:17][CH:16]=1.CCN=C=NCCCN(C)C.Cl.Cl>O1CCCC1.C(Cl)Cl>[Cl:14][C:15]1[CH:24]=[CH:23][C:18]([O:19][CH2:20][CH2:21][NH:22][C:11](=[O:13])[CH2:10][CH2:9][C:4]2[CH:5]=[CH:6][CH:7]=[CH:8][C:3]=2[O:2][CH3:1])=[CH:17][CH:16]=1 |f:2.3|. Procedure details: 3-(2-Methoxyphenyl)propionic acid (8.3 g, 46.2 mmol) was dissolved in tetrahydrofuran (20 mL), and 4-chlorophenoxyethylamine (10.3 g, 60.0 mmol) was added dropwise thereto at room temperature. Subsequently, a solution (10 mL) of WSC•HCl (11.5 g, 60.0 mmol) in methylene chloride was slowly added dropwise thereto under ice-cooling, followed by stirring overnight. Under ice cooling, diluted hydrochloric acid was added dropwise thereto, followed by extraction with chloroform. The organic layer was w... Reactants: O=C([O-])[O-], ClCCN1CCOCC1, Cl, [K+], [K+], CN(C)C=O, Cc1c(SCc2ccc(C(=O)c3ccc(O)cc3)cc2)nc2ccccn2c1=O. As a reaction SMILES: [C:40](=[O:41])([O-:42])[O-:43].[Cl:31][CH2:32][CH2:33][N:34]1[CH2:35][CH2:36][O:37][CH2:38][CH2:39]1.[ClH:30].[K+:44].[K+:45].[O:46]=[CH:47][N:48]([CH3:49])[CH3:50].[OH:1][c:2]1[cH:3][cH:4][c:5]([C:6](=[O:7])[c:8]2[cH:9][cH:10][c:11]([CH2:12][S:13][c:14]3[n:15][c:16]4[n:17]([c:18](=[O:21])[c:19]3[CH3:20])[cH:22][cH:23][cH:24][cH:25]4)[cH:26][cH:27]2)[cH:28][cH:29]1>>[O:1]([c:2]1[cH:3][cH:4][c:5]([C:6](=[O:7])[c:8]2[cH:9][cH:10][c:11]([CH2:12][S:13][c:14]3[n:15][c:16]4[n:17]([c:18](=[O:21])[c:19]3[CH3:20])[cH:22][cH:23][cH:24][cH:25]4)[cH:26][cH:27]2)[cH:28][cH:29]1)[CH2:32][CH2:33][N:34]1[CH2:35][CH2:36][O:37][CH2:38][CH2:39]1. Product: Cc1c(SCc2ccc(C(=O)c3ccc(OCCN4CCOCC4)cc3)cc2)nc2ccccn2c1=O. Starting materials: [BH4-].[Na+] (sodium tetrahydroborate), C(C)(=O)C1=NNC(=C1)C(=O)N[C@H](CN1N=C(C(=C1)Cl)C1=CC(=C(C=C1)C#N)Cl)C ((S)-3-acetyl-N-(1-(4-chloro-3-(3-chloro-4-cyanophenyl)-1H-pyrazol-1-yl)propan-2-yl)-1H-pyrazole-5-carboxamide), Cl (HCl). The reagents and catalysts are O (water). Solvent: C(C)O (ethanol), C(C)O (ethanol). Conditions: temperature 0 celsius, time 4.5 hour. The product is ClC=1C(=NN(C1)C[C@H](C)NC(=O)C1=CC(=NN1)C(C)O)C1=CC(=C(C=C1)C#N)Cl (N—((S)-1-(4-chloro-3-(3-chloro-4-cyanophenyl)-1H-pyrazol-1-yl)propan-2-yl)-3-(1-hydroxyethyl)-1H-pyrazole-5-carboxamide). Yield: 51.0%. RXN SMILES: [BH4-].[Na+].[C:3]([C:6]1[CH:10]=[C:9]([C:11]([NH:13][C@@H:14]([CH3:31])[CH2:15][N:16]2[CH:20]=[C:19]([Cl:21])[C:18]([C:22]3[CH:27]=[CH:26][C:25]([C:28]#[N:29])=[C:24]([Cl:30])[CH:23]=3)=[N:17]2)=[O:12])[NH:8][N:7]=1)(=[O:5])[CH3:4].Cl>C(O)C.O>[Cl:21][C:19]1[C:18]([C:22]2[CH:27]=[CH:26][C:25]([C:28]#[N:29])=[C:24]([Cl:30])[CH:23]=2)=[N:17][N:16]([CH2:15][C@@H:14]([NH:13][C:11]([C:9]2[NH:8][N:7]=[C:6]([CH:3]([OH:5])[CH3:4])[CH:10]=2)=[O:12])[CH3:31])[CH:20]=1 |f:0.1|. Procedure: Into a 0° C. solution containing sodium tetrahydroborate (0.022 g, 0.580 mmol) dissolved in ethanol (1 ml), (S)-3-acetyl-N-(1-(4-chloro-3-(3-chloro-4-cyanophenyl)-1H-pyrazol-1-yl)propan-2-yl)-1H-pyrazole-5-carboxamide (0.125 g, 0.290 mmol) of Example 224 dissolved in 2 ml of ethanol was added slowly. The mixture was stirred at 0° C. for a few minutes after which the mixture was allowed to warm to RT and the stirring was continued for 4.5 h. A few drops of water was added slowly. The pH was adjus... The reactants are CC=1C(=CC=C2C=CNC12)[N+](=O)[O-] (7-methyl-6-nitroindole). Reagents/catalysts: [Pd] (palladium on carbon). Run in C(C)O (ethanol). Conditions: time 7 hour. Product: NC1=CC=C2C=CNC2=C1C (6-amino-7-methylindole). Yield: 76.5%. Reaction SMILES: [CH3:1][C:2]1[C:3]([N+:11]([O-])=O)=[CH:4][CH:5]=[C:6]2[C:10]=1[NH:9][CH:8]=[CH:7]2>[Pd].C(O)C>[NH2:11][C:3]1[C:2]([CH3:1])=[C:10]2[C:6]([CH:7]=[CH:8][NH:9]2)=[CH:5][CH:4]=1. Reported procedure: A degassed suspension of 7-methyl-6-nitroindole (1.5 g, 8.5 mmol) and catalytic 10% palladium on carbon in ethanol (75 mL) is placed under an atmosphere of hydrogen at 50 p.s.i. for 7 hours. The reaction mixture is filtered through Celite and the mixture concentrated by rotary evaporation. The crude residue is purified via silica gel column chromatography using 20% isopropanol/hexanes as the eluting solvent. The product containing fractions are combined and the solvents removed by rotary evapora... Starting materials: C(C)C(CC1C(C(CCC1)CC(CCCC)CC)O)CCCC (2,6-di(2-ethylhexyl)-cyclohexanol), [H][H] (hydrogen). Procedure: 300 Grams of 2,6-di(2-ethylhexyl)-cyclohexanol were hydrogenated with 30 gm of Girdler nickel 49A for six hours at 250° C. and 250 bar of hydrogen pressure. After filtration of the catalyst, 260 gm of 1,3-di-(2-ethylhexyl)-cyclohexane remained with the following characteristics: Reaction SMILES: [CH2:1]([CH:3]([CH2:20][CH2:21][CH2:22][CH3:23])[CH2:4][CH:5]1[CH2:10][CH2:9][CH2:8][CH:7]([CH2:11][CH:12]([CH2:17][CH3:18])[CH2:13][CH2:14][CH2:15][CH3:16])[CH:6]1O)[CH3:2].[H][H]>[Ni]>[CH2:17]([CH:12]([CH2:13][CH2:14][CH2:15][CH3:16])[CH2:11][CH:7]1[CH2:8][CH2:9][CH2:10][CH:5]([CH2:4][CH:3]([CH2:1][CH3:2])[CH2:20][CH2:21][CH2:22][CH3:23])[CH2:6]1)[CH3:18]. The reagents and catalysts are [Ni] (nickel). Product: C(C)C(CC1CC(CCC1)CC(CCCC)CC)CCCC (1,3-di-(2-ethylhexyl)-cyclohexane). Starting materials: Cn1nccc1-c1ccc(C(=O)NC(CN(C(=O)[O-])C(C)(C)C)c2ccccc2)s1, CO, Cl, C1COCCO1. Product: Cn1nccc1-c1ccc(C(=O)NC(CN)c2ccccc2)s1. As a reaction SMILES: [CH3:1][C:2]([N:5]([C:3](=[O:4])[O-:6])[CH2:9][CH:10]([c:11]1[cH:12][cH:13][cH:14][cH:15][cH:16]1)[NH:17][C:18](=[O:19])[c:20]1[s:21][c:22](-[c:25]2[cH:26][cH:27][n:28][n:29]2[CH3:30])[cH:23][cH:24]1)([CH3:7])[CH3:8].[CH3:38][OH:39].[ClH:31].[O:32]1[CH2:33][CH2:34][O:35][CH2:36][CH2:37]1>>[NH2:5][CH2:9][CH:10]([c:11]1[cH:12][cH:13][cH:14][cH:15][cH:16]1)[NH:17][C:18](=[O:19])[c:20]1[s:21][c:22](-[c:25]2[cH:26][cH:27][n:28][n:29]2[CH3:30])[cH:23][cH:24]1.